From a dataset of the Open Reaction Database (ORD), a public repository of structured organic reaction records. describe an organic reaction: reactants, conditions, products, and yield Yield: 91.1%. Conditions: time 45 minute. Reaction SMILES: [Cl-].[Al+3].[Cl-].[Cl-].[C:5](Cl)(=[O:8])[CH2:6][CH3:7].[Br:10][C:11]1[CH:16]=[CH:15][C:14]([O:17]C)=[CH:13][CH:12]=1.O>ClCCl>[Br:10][C:11]1[CH:12]=[CH:13][C:14]([OH:17])=[C:15]([C:5](=[O:8])[CH2:6][CH3:7])[CH:16]=1 |f:0.1.2.3|. The reactants are BrC1=CC=C(C=C1)OC (4-bromoanisole), ice, [Cl-].[Al+3].[Cl-].[Cl-] (Aluminium chloride), C(CC)(=O)Cl (propionyl chloride), O (water). Product: BrC1=CC(=C(C=C1)O)C(CC)=O (4-Bromo-2-propanoylphenol). Run in ClCCl (dichloromethane), ClCCl (dichloromethane). Procedure: Aluminium chloride (3.747 kg) was added to dichloromethane (7.0 l) at room temperature and propionyl chloride (1.297 kg) was then added over a 10 minute period. The mixture was stirred for 45 minutes and then a solution of 4-bromoanisole (1.312 kg) in dichloromethane (0.87 l) was added over a 15 minute period. The mixture was heated under reflux for 6.5 hours and then kept overnight at room temperature. The ice-cooled reaction mixture was quenched by the slow addition of ice (15 kg) over 1.5 hou... The reactants are 16.25, FC1=CC=C(C=C1)CN1C2=NC=NC=C2N=C1OC1CCN(CC1)CC1=CC=CC=C1 (9-[(4-fluorophenyl)methyl]-8-[[1-(phenylmethyl)-4-piperidinyl]oxy]-9H-purine), [H][H] (hydrogen). The reagents and catalysts are [Pd] (palladium-on-charcoal), [Ni] (Raney-nickel). Run in CO (methanol). Yields the product 10.5, FC1=CC=C(C=C1)CN1C2=NC=NC=C2N=C1OC1CCNCC1 (9-[(4-fluorophenyl)methyl]-8-(4-piperidinyloxy)-9H-purine). Yield: 82.2%. RXN SMILES: [F:1][C:2]1[CH:7]=[CH:6][C:5]([CH2:8][N:9]2[C:17]([O:18][CH:19]3[CH2:24][CH2:23][N:22](CC4C=CC=CC=4)[CH2:21][CH2:20]3)=[N:16][C:15]3[C:10]2=[N:11][CH:12]=[N:13][CH:14]=3)=[CH:4][CH:3]=1.[H][H]>[Pd].[Ni].CO>[F:1][C:2]1[CH:7]=[CH:6][C:5]([CH2:8][N:9]2[C:17]([O:18][CH:19]3[CH2:20][CH2:21][NH:22][CH2:23][CH2:24]3)=[N:16][C:15]3[C:10]2=[N:11][CH:12]=[N:13][CH:14]=3)=[CH:4][CH:3]=1. Procedure details: A mixture of 16.25 parts of 9-[(4-fluorophenyl)methyl]-8-[[1-(phenylmethyl)-4-piperidinyl]oxy]-9H-purine and 200 parts of methanol was hydrogenated at normal pressure and at 50° C. with 3 parts of palladium-on-charcoal catalyst 10% and 6 parts of Raney-nickel catalyst. After the calculated amount of hydrogen was taken up, the catalyst was filtered off and the filtrate was evaporated. The residue was taken up in trichloromethane and water was added. The product was extracted with trichloromethane... Reactants: P(Cl)(Cl)(Cl)(Cl)Cl (PCl5), COC=1C=C2C=CC=NC2=C(C1)N (6-methoxyquinolin-8-amine), ClS(=O)(=O)O (chlorosulfonic acid), FC1=C(N)C(=CC=C1)F (2,6-difluoroaniline), COC=1C=C2C=CC=NC2=C(C1)N (6-methoxyquinolin-8-amine), TEA, CCN(C(C)C)C(C)C (DIPEA). Yields the product FC1=C(C(=CC=C1)F)NS(=O)(=O)NC=1C=C(C=C2C=CC=NC12)OC (N-(2,6-Difluorophenyl)[(6-methoxyquinolin-8-yl)amino]sulfonamide). Isolated yield 3.6%. As a reaction SMILES: [CH3:1][O:2][C:3]1[CH:4]=[C:5]2[C:10](=[C:11]([NH2:13])[CH:12]=1)[N:9]=[CH:8][CH:7]=[CH:6]2.Cl[S:15]([OH:18])(=O)=[O:16].P(Cl)(Cl)(Cl)(Cl)Cl.CCN(C(C)C)C(C)C.[F:34][C:35]1[CH:41]=[CH:40][CH:39]=[C:38]([F:42])[C:36]=1[NH2:37]>>[F:34][C:35]1[CH:41]=[CH:40][CH:39]=[C:38]([F:42])[C:36]=1[NH:37][S:15]([NH:13][C:11]1[CH:12]=[C:3]([O:2][CH3:1])[CH:4]=[C:5]2[C:10]=1[N:9]=[CH:8][CH:7]=[CH:6]2)(=[O:18])=[O:16]. Reported procedure: In the similar fashion using route 19 general procedure 42, 6-methoxyquinolin-8-amine (Intermediate 23) (200 mg, 1.15 mmol), TEA (170 mg, 1.72 mmol), chlorosulfonic acid (150 mg, 1.27 mmol), PCl5 (260 mg, 1.72 mmol), DIPEA (300 mg, 2.23 mmol), 2,6-difluoroaniline (600 mg, 4.6 mmol) gave the title compound (15 mg, 4%) after purification by column chromatography with DCM/MeOH (1:0-97:3) as the eluent. Reactants: Cl (HCl), C(C)(C)(C)OC(NC1=C(C=CC=C1)N(C(CC(C)C)C(NC1CCCCC1)=O)C(C1=CC=C(C=C1)Cl)=O)=O ({2-[(4-chloro-benzoyl)-(1-cyclohexylcarbamoyl-3-methyl-butyl)-amino]-phenyl}-carbamic acid tert-butyl ester). The solvent is CO (methanol). Conditions: temperature 145 celsius. Product: C1(CCCCC1)NC(C(CC(C)C)N1C(=NC2=C1C=CC=C2)C2=CC=C(C=C2)Cl)=O (2-[2-(4-chloro-phenyl)-benzoimidazol-1-yl]-4-methyl-pentanoic acid cyclohexylamide). RXN SMILES: Cl.C(OC(=O)[NH:8][C:9]1[CH:14]=[CH:13][CH:12]=[CH:11][C:10]=1[N:15]([C:30](=O)[C:31]1[CH:36]=[CH:35][C:34]([Cl:37])=[CH:33][CH:32]=1)[CH:16]([C:21](=[O:29])[NH:22][CH:23]1[CH2:28][CH2:27][CH2:26][CH2:25][CH2:24]1)[CH2:17][CH:18]([CH3:20])[CH3:19])(C)(C)C>CO>[CH:23]1([NH:22][C:21](=[O:29])[CH:16]([N:15]2[C:10]3[CH:11]=[CH:12][CH:13]=[CH:14][C:9]=3[N:8]=[C:30]2[C:31]2[CH:32]=[CH:33][C:34]([Cl:37])=[CH:35][CH:36]=2)[CH2:17][CH:18]([CH3:20])[CH3:19])[CH2:24][CH2:25][CH2:26][CH2:27][CH2:28]1. Reported procedure: Concentrated HCl (25% in water, 0.5 mL) was added to a solution of crude {2-[(4-chloro-benzoyl)-(1-cyclohexylcarbamoyl-3-methyl-butyl)-amino]-phenyl}-carbamic acid tert-butyl ester (83 mg, 0.12 mmol) in methanol (2.0 mL). The reaction mixture was heated in a focussed microwave (CEM Discovery) at 145° C., for 3 minutes with stirring. The reaction mixture was then evaporated, purified by preparative HPLC (gradient elution: water/acetonitrile with 0.1% trifluoroacetic acid) and evaporated under vac... The reactants are C(#N)C1=CC(=C(C(=O)O)C(=C1)F)F (4-cyano-2,6-difluorobenzoic acid), S(=O)(Cl)Cl (thionyl chloride). Product: C(#N)C1=CC(=C(C(=O)Cl)C(=C1)F)F (4-cyano-2,6-difluorobenzoyl chloride). Isolated yield 91.2%. As a reaction SMILES: [C:1]([C:3]1[CH:11]=[C:10]([F:12])[C:6]([C:7](O)=[O:8])=[C:5]([F:13])[CH:4]=1)#[N:2].S(Cl)([Cl:16])=O>>[C:1]([C:3]1[CH:11]=[C:10]([F:12])[C:6]([C:7]([Cl:16])=[O:8])=[C:5]([F:13])[CH:4]=1)#[N:2]. Procedure: A mixture of 4-cyano-2,6-difluorobenzoic acid (0.3 gm, 0.5 mmol) and thionyl chloride (5 mL) were refluxed for about 3 hours. The reaction mixture was cooled to ambient temperature, and concentrated under vacuum at 50° C. to afford 4-cyano-2,6-difluorobenzoyl chloride (0.3 gm, 91.18%).